This data is from the Open Reaction Database (ORD), a public repository of structured organic reaction records. The task is: describe an organic reaction: reactants, conditions, products, and yield Run in CO (methanol). Reaction SMILES: [CH3:1][O:2][C:3]1[CH:4]=[CH:5][C:6]([O:11][N:12]=C(C)C)=[C:7]([CH:10]=1)[C:8]#[N:9].Cl.C(=O)([O-])[O-].[Na+].[Na+]>CO>[NH2:9][C:8]1[C:7]2[CH:10]=[C:3]([O:2][CH3:1])[CH:4]=[CH:5][C:6]=2[O:11][N:12]=1 |f:2.3.4|. Procedure details: In 125 ml of dry methanol was dissolved 5-methoxy-2-[[(1-methylethylidene)amino]oxy]benzonitrile (10 g), followed by 125 ml of ethereal hydrochloric acid. The reaction was stirred under nitrogen overnight. The reaction was neutralized with saturated sodium carbonate solution and extracted with EtOAc. The organic layer was dried and concentrated in vacuo. Recrystallization of the residue from dichloromethane/petroleum ether afforded the expected product (6.8 g). Product: NC1=NOC2=C1C=C(C=C2)OC (3-Amino-5-methoxy-1,2-benzisoxazole). The yield is 84.6%. Reaction conditions: time 8 hour. Starting materials: COC=1C=CC(=C(C#N)C1)ON=C(C)C (5-methoxy-2-[[(1-methylethylidene)amino]oxy]benzonitrile), Cl (hydrochloric acid), C([O-])([O-])=O.[Na+].[Na+] (sodium carbonate). Reagents/catalysts: [Pd] (Pd/C). Run in C(C)O.O (ethanol water). The product is Cl.NC1=CC=C(CN2C(N(CC2)CC2=CC=CC=C2)=O)C=C1 (1-(4-Aminobenzyl)-3-benzylimidazolidin-2-one hydrochloride). Reaction SMILES: [CH2:1]([N:8]1[CH:12]=[CH:11][N:10]([CH2:13][C:14]2[CH:19]=[CH:18][C:17]([N+:20]([O-])=O)=[CH:16][CH:15]=2)[C:9]1=[O:23])[C:2]1[CH:7]=[CH:6][CH:5]=[CH:4][CH:3]=1.[ClH:24]>C(O)C.O.[Pd]>[ClH:24].[NH2:20][C:17]1[CH:16]=[CH:15][C:14]([CH2:13][N:10]2[CH2:11][CH2:12][N:8]([CH2:1][C:2]3[CH:7]=[CH:6][CH:5]=[CH:4][CH:3]=3)[C:9]2=[O:23])=[CH:19][CH:18]=1 |f:2.3,5.6|. Conditions: time 24 hour. Starting materials: Cl (HCl), C(C1=CC=CC=C1)N1C(N(C=C1)CC1=CC=C(C=C1)[N+](=O)[O-])=O (1-Benzyl-3-(4-nitrobenzyl)-4-imidazolin-2-one). Reported procedure: A mixture of the product from step (a) (3.0 g), 10% Pd/C (750 mg) and 2N aqu. HCl (4.7 ml) in ethanol/water (55 ml, 3:2 v/v) was hydrogenated at room temperature and atmospheric pressure for 24 hours (uptake 1100 ml). The mixture was filtered through celite, the residue washed with hot water and the filtrate evaporated in vacuo to give the desired product as a yellow oil (2.9 g). The 200 MHz 1H NMR and MS were consistent with the proposed structure. Reactants: C(C(C)(C)C)(=O)Cl (pivaloyl chloride), OC1=CC=C(C=C1)C1=CC=C(C=C1)OC1=C(C=NN(C1=O)C1=CC=C(C=C1)C)N1CCN(CC1)C(=O)OC(C)(C)C (tert-butyl 4-[5-[(4′-hydroxy-1,1′-biphenyl-4-yl)oxy]-1-(4-methyl-phenyl)-6-oxo-1,6-dihydro-4-pyridazinyl]-1-piperazinecarboxylate). Reagents/catalysts: CN(C)C=1C=CN=CC1 (4-DMAP). The solvent is ClCCl (dichloromethane), N1=CC=CC=C1 (pyridine), ClCCl (dichloromethane). Reaction conditions: temperature 40 celsius, time 8 hour. Yields the product CC(C(=O)OC1=CC=C(C=C1)C1=CC=C(C=C1)OC1=C(C=NN(C1=O)C1=CC=C(C=C1)C)N1CCN(CC1)C(=O)OC(C)(C)C)(C)C (tert-Butyl 4-[5-({4′-[(2,2-dimethylpropanoyl)oxy]-1,1′-biphenyl-4-yl}oxy)-1-(4-methylphenyl)-6-oxo-1,6-dihydro-4-pyridazinyl]-1-piperazinecarboxylate). RXN SMILES: [C:1](Cl)(=[O:6])[C:2]([CH3:5])([CH3:4])[CH3:3].[OH:8][C:9]1[CH:14]=[CH:13][C:12]([C:15]2[CH:20]=[CH:19][C:18]([O:21][C:22]3[C:27](=[O:28])[N:26]([C:29]4[CH:34]=[CH:33][C:32]([CH3:35])=[CH:31][CH:30]=4)[N:25]=[CH:24][C:23]=3[N:36]3[CH2:41][CH2:40][N:39]([C:42]([O:44][C:45]([CH3:48])([CH3:47])[CH3:46])=[O:43])[CH2:38][CH2:37]3)=[CH:17][CH:16]=2)=[CH:11][CH:10]=1>CN(C1C=CN=CC=1)C.ClCCl.N1C=CC=CC=1>[CH3:3][C:2]([CH3:5])([CH3:4])[C:1]([O:8][C:9]1[CH:14]=[CH:13][C:12]([C:15]2[CH:16]=[CH:17][C:18]([O:21][C:22]3[C:27](=[O:28])[N:26]([C:29]4[CH:34]=[CH:33][C:32]([CH3:35])=[CH:31][CH:30]=4)[N:25]=[CH:24][C:23]=3[N:36]3[CH2:37][CH2:38][N:39]([C:42]([O:44][C:45]([CH3:48])([CH3:47])[CH3:46])=[O:43])[CH2:40][CH2:41]3)=[CH:19][CH:20]=2)=[CH:11][CH:10]=1)=[O:6]. Reported procedure: 0.66 ml of pivaloyl chloride are added dropwise to a suspension of 728 mg (1.18 mmol) of tert-butyl 4-[5-[(4′-hydroxy-1,1′-biphenyl-4-yl)oxy]-1-(4-methyl-phenyl)-6-oxo-1,6-dihydro-4-pyridazinyl]-1-piperazinecarboxylate (Example 46) and a catalytic amount of 4-DMAP in a mixture of dichloromethane (4.0 ml) and pyridine (0.4 ml) at room temperature. The heterogeneous reaction mixture is stirred at about 40° C. overnight. The slightly cloudy suspension is diluted with dichloromethane and washed with... Starting materials: C=1C=CC(=CC1)P(C=2C=CC=CC2)C3=CC=C4C=CC=CC4=C3C5=C6C=CC=CC6=CC=C5P(C=7C=CC=CC7)C=8C=CC=CC8 (rac-BINAP), ClC1=NC=CC(=N1)C1=CC=C(OCCN2CCOCC2)C=C1 (4-{2-[4-(2-Chloro-pyrimidin-4-yl)-phenoxy]-ethyl}-morpholine), Cl.NCC1=CC=C(C(=O)OC)C=C1 (methyl 4-(aminomethyl)benzoate hydrochloride), C([O-])([O-])=O.[Cs+].[Cs+] (cesium carbonate). Reagents/catalysts: C=1C=CC(=CC1)/C=C/C(=O)/C=C/C2=CC=CC=C2.C=1C=CC(=CC1)/C=C/C(=O)/C=C/C2=CC=CC=C2.C=1C=CC(=CC1)/C=C/C(=O)/C=C/C2=CC=CC=C2.[Pd].[Pd] (Pd2(dba)3). Solvent: C1(=CC=CC=C1)C (toluene). Reaction conditions: temperature 100 celsius. Yields the product N1(CCOCC1)CCOC1=CC=C(C=C1)C1=NC(=NC=C1)NCC1=CC=C(C(=O)OC)C=C1 (Methyl 4-({4-[4-(2-morpholin-4-yl-ethoxy)-phenyl]-pyrimidin-2-ylamino}-methyl)-benzoate). The yield is 50.0%. Reaction SMILES: Cl[C:2]1[N:7]=[C:6]([C:8]2[CH:22]=[CH:21][C:11]([O:12][CH2:13][CH2:14][N:15]3[CH2:20][CH2:19][O:18][CH2:17][CH2:16]3)=[CH:10][CH:9]=2)[CH:5]=[CH:4][N:3]=1.Cl.[NH2:24][CH2:25][C:26]1[CH:35]=[CH:34][C:29]([C:30]([O:32][CH3:33])=[O:31])=[CH:28][CH:27]=1.C(=O)([O-])[O-].[Cs+].[Cs+].C1C=CC(P(C2C(C3C(P(C4C=CC=CC=4)C4C=CC=CC=4)=CC=C4C=3C=CC=C4)=C3C(C=CC=C3)=CC=2)C2C=CC=CC=2)=CC=1>C1(C)C=CC=CC=1.C1C=CC(/C=C/C(/C=C/C2C=CC=CC=2)=O)=CC=1.C1C=CC(/C=C/C(/C=C/C2C=CC=CC=2)=O)=CC=1.C1C=CC(/C=C/C(/C=C/C2C=CC=CC=2)=O)=CC=1.[Pd].[Pd]>[N:15]1([CH2:14][CH2:13][O:12][C:11]2[CH:21]=[CH:22][C:8]([C:6]3[CH:5]=[CH:4][N:3]=[C:2]([NH:24][CH2:25][C:26]4[CH:27]=[CH:28][C:29]([C:30]([O:32][CH3:33])=[O:31])=[CH:34][CH:35]=4)[N:7]=3)=[CH:9][CH:10]=2)[CH2:20][CH2:19][O:18][CH2:17][CH2:16]1 |f:1.2,3.4.5,8.9.10.11.12|. Procedure: To a solution of 19 (2.7 g, 8.4 mmol) and methyl 4-(aminomethyl)benzoate hydrochloride (2.7 g, 13.5 mmol) in dry toluene (33 mL) was added cesium carbonate (8.2 g, 25.3 mmol) followed by Pd2(dba)3 (464 mg, 0.51 mmol) and rac-BINAP (473 mg, 0.76 mmol). The solution was degassed and heated at 100° C. for 16 h. The reaction mixture was partitioned between water and EtOAc and the phases were separated. The organic layer was successively washed with brine, dried over anhydrous Na2SO4, filtered and co... Conditions: time 1 hour. Reactants: Cl (hydrochloric acid), C(C=CC)N(C(C(C1=CC=C(C=C1)F)Br)=O)C1=CC(=CC=C1)C(F)(F)F (N-(2-Butenyl)-N-(3-trifluoromethylphenyl)-2-bromo-2-(4-fluorophenyl)acetamide), CC(C)(C#N)N=NC(C)(C)C#N (α,α-azobisisobutyronitrile), C(CCC)[SnH](CCCC)CCCC (tributyltin hydride). The solvent is C1(=CC=CC=C1)C (toluene). Product: C(C)C1C(C(N(C1)C1=CC(=CC=C1)C(F)(F)F)=O)C1=CC=C(C=C1)F (4-ethyl-3-(4-fluorophenyl)-1-(3-trifluoromethylphenyl)-2-pyrrolidinone). Reported procedure: N-(2-Butenyl)-N-(3-trifluoromethylphenyl)-2-bromo-2-(4-fluorophenyl)acetamide (1.9 g) was added to 20 ml of toluene, followed by the addition of 1.2 ml of tributyltin hydride and an extremely small amount of α,α-azobisisobutyronitrile (AIBN) under stirring at 70° C. After the reaction mixture was continuously stirred for 1 hour, 60 ml of 20% hydrochloric acid were added, followed by extraction with toluene. After the extract was dried over anhydrous sodium sulfate, the extract was concentrated i... RXN SMILES: [CH2:1]([N:5]([C:17]1[CH:22]=[CH:21][CH:20]=[C:19]([C:23]([F:26])([F:25])[F:24])[CH:18]=1)[C:6](=[O:16])[CH:7](Br)[C:8]1[CH:13]=[CH:12][C:11]([F:14])=[CH:10][CH:9]=1)[CH:2]=[CH:3][CH3:4].C([SnH](CCCC)CCCC)CCC.CC(N=NC(C#N)(C)C)(C#N)C.Cl>C1(C)C=CC=CC=1>[CH2:3]([CH:2]1[CH2:1][N:5]([C:17]2[CH:22]=[CH:21][CH:20]=[C:19]([C:23]([F:26])([F:25])[F:24])[CH:18]=2)[C:6](=[O:16])[CH:7]1[C:8]1[CH:13]=[CH:12][C:11]([F:14])=[CH:10][CH:9]=1)[CH3:4]. The reactants are C(C)(C)(C)OC(CN1C([C@@H](NCC1)CC(=O)OC)=O)=O ((S)-(3-methoxycarbonylmethyl-2-oxopiperazin-1-yl)acetic acid tert-butyl ester), O=C(CCC(=O)O)N1CCN(CC1)C1=NC=CC=C1 (4-oxo-4-(4-pyridin-2-ylpiperazin-1-yl)butanoic acid), Cl.C(C)N=C=NCCCN(C)C (1-ethyl-3-(3-dimethylaminopropyl)-carbodiimide hydrochloride). Solvent: C(C)#N (acetonitrile). Conditions: time 5 hour. The product is COC(=O)C[C@H]1C(N(CCN1C(CCC(N1CCN(CC1)C1=NC=CC=C1)=O)=O)CC(=O)O)=O ((S)-[3-Methoxycarbonylmethyl-2-oxo-4-[4-oxo-4-(4-pyridin-2-ylpiperazin-1-yl)butyryl]piperazin-1-yl]acetic Acid). Isolated yield 79.0%. As a reaction SMILES: C([O:5][C:6](=[O:20])[CH2:7][N:8]1[CH2:13][CH2:12][NH:11][C@@H:10]([CH2:14][C:15]([O:17][CH3:18])=[O:16])[C:9]1=[O:19])(C)(C)C.[O:21]=[C:22]([N:28]1[CH2:33][CH2:32][N:31]([C:34]2[CH:39]=[CH:38][CH:37]=[CH:36][N:35]=2)[CH2:30][CH2:29]1)[CH2:23][CH2:24][C:25](O)=[O:26].Cl.C(N=C=NCCCN(C)C)C>C(#N)C>[CH3:18][O:17][C:15]([CH2:14][C@@H:10]1[N:11]([C:25](=[O:26])[CH2:24][CH2:23][C:22](=[O:21])[N:28]2[CH2:33][CH2:32][N:31]([C:34]3[CH:39]=[CH:38][CH:37]=[CH:36][N:35]=3)[CH2:30][CH2:29]2)[CH2:12][CH2:13][N:8]([CH2:7][C:6]([OH:5])=[O:20])[C:9]1=[O:19])=[O:16] |f:2.3|. Reported procedure: To suspension of (S)-(3-methoxycarbonylmethyl-2-oxopiperazin-1-yl)acetic acid tert-butyl ester (0.64 g) and 4-oxo-4-(4-pyridin-2-ylpiperazin-1-yl)butanoic acid (0.65 g) produced in Reference Example 3 in acetonitrile (20 ml) was added 1-ethyl-3-(3-dimethylaminopropyl)-carbodiimide hydrochloride (0.52 g) and the suspension was stirred for 5 hours at room temperature. The reaction mixture was concentrated under reduced pressure and the concentrate was purified by means of a silica gel column chrom...